Dataset: the Open Reaction Database (ORD), a public repository of structured organic reaction records. Task: describe an organic reaction: reactants, conditions, products, and yield The reactants are CO (methanol), ClCC(=O)Cl (2-chloroacetyl chloride), [Cl-].[Cl-].[Cl-].[Al+3] (aluminum trichloride), C1=CC=CC=2C3=CC=CC=C3CCC12 (9,10-dihydrophenanthrene), ClCCCl (1,2-dichloroethane), ClCCCl (1,2-dichloroethane). Run in O (H2O). Reaction conditions: temperature 60 celsius, time 1 hour. The product is C1=C(C=CC=2C3=CC=C(C=C3CCC12)C(CCl)=O)C(CCl)=O (1,1′-(9,10-dihydrophenanthrene-2,7-diyl)bis(2-chloroethanone)). As a reaction SMILES: [Cl:1][CH2:2][C:3](Cl)=[O:4].[Cl-].[Cl-].[Cl-].[Al+3].[CH:10]1[C:23]2[CH2:22][CH2:21][C:20]3[C:15](=[CH:16][CH:17]=[CH:18][CH:19]=3)[C:14]=2[CH:13]=[CH:12][CH:11]=1.C[OH:25].[Cl:26][CH2:27][CH2:28]Cl>O>[CH:10]1[C:23]2[CH2:22][CH2:21][C:20]3[C:15](=[CH:16][CH:17]=[C:18]([C:28](=[O:25])[CH2:27][Cl:26])[CH:19]=3)[C:14]=2[CH:13]=[CH:12][C:11]=1[C:3](=[O:4])[CH2:2][Cl:1] |f:1.2.3.4|. Reported procedure: To a stirred solution of 2-chloroacetyl chloride (1.765 mL, 22.19 mmol) and aluminum trichloride (2.96 g, 22.19 mmol) in 1,2-dichloroethane (DCE) (20 mL), 9,10-dihydrophenanthrene (1 g, 5.55 mmol) in 1,2-dichloroethane (DCE) (20 mL) was added dropwise over 5 min at r.t. and the reaction mixture was stirred for 1 h at r.t. and 1 h at 60° C. The reaction mixture was cooled to r.t. then added to a mixture of methanol (50 mL) and H2O (50 mL) and chilled to −5° C. The slurry was warmed to ambient, st... Reactants: C(C)N(C(=O)Cl)CC (Diethylcarbamoyl chloride), C1=C(C=CC=2OC3=C(C21)CCCC3)N (6,7,8,9-tetrahydro-dibenzofuran-2-ylamine), crude material. Run in N1=CC=CC=C1 (pyridine), C(Cl)(Cl)Cl (chloroform). Conditions: time 8 hour. Product: C(C)N(C(=O)NC1=CC2=C(OC3=C2CCCC3)C=C1)CC (1,1-diethyl-3-(6,7,8,9-tetrahydro-dibenzofuran-2-yl)-urea). Isolated yield 54.5%. As a reaction SMILES: [CH2:1]([N:3]([CH2:7][CH3:8])[C:4](Cl)=[O:5])[CH3:2].[CH:9]1[C:17]2[C:16]3[CH2:18][CH2:19][CH2:20][CH2:21][C:15]=3[O:14][C:13]=2[CH:12]=[CH:11][C:10]=1[NH2:22]>N1C=CC=CC=1.C(Cl)(Cl)Cl>[CH2:1]([N:3]([CH2:7][CH3:8])[C:4]([NH:22][C:10]1[CH:11]=[CH:12][C:13]2[O:14][C:15]3[CH2:21][CH2:20][CH2:19][CH2:18][C:16]=3[C:17]=2[CH:9]=1)=[O:5])[CH3:2]. Procedure details: Diethylcarbamoyl chloride (0.72 mL, 5.5 mmol) was added to a solution of 6,7,8,9-tetrahydro-dibenzofuran-2-ylamine (0.94 g, 5.0 mmol) in pyridine (15 mL). The reaction mixture was stirred overnight at room temperature. The crude material was diluted in chloroform and washed with 1 N HCl, water, and brine, dried (Na2SO4) and concentrated. The crude material was recrystallized from acetonitrile to provide 1,1-diethyl-3-(6,7,8,9-tetrahydro-dibenzofuran-2-yl)-urea (0.78 g). Mp 179-180° C.; Anal. Cal... The reactants are C=CCCCCCCCCOC(C)=O, C1CCOC1, CC(C)[N-]C(C)C, [Li+], O=C(Cl)c1ccc2ccccc2c1. Product: C=CCCCCCCCCOC(=O)CC(=O)c1ccc2ccccc2c1. As a reaction SMILES: [C:9]([CH3:10])(=[O:11])[O:12][CH2:13][CH2:14][CH2:15][CH2:16][CH2:17][CH2:18][CH2:19][CH2:20][CH:21]=[CH2:22].[CH2:36]1[O:37][CH2:38][CH2:39][CH2:40]1.[CH:1]([N-:2][CH:3]([CH3:4])[CH3:5])([CH3:6])[CH3:7].[Li+:8].[cH:23]1[c:24]([C:33](=[O:34])[Cl:35])[cH:25][cH:26][c:27]2[cH:28][cH:29][cH:30][cH:31][c:32]12>>[C:9]([CH2:10][C:33]([c:24]1[cH:23][c:32]2[c:27]([cH:26][cH:25]1)[cH:28][cH:29][cH:30][cH:31]2)=[O:34])(=[O:11])[O:12][CH2:13][CH2:14][CH2:15][CH2:16][CH2:17][CH2:18][CH2:19][CH2:20][CH:21]=[CH2:22]. Reactants: CCS(=O)(=O)Cl, Cc1ccc(N)cc1C(=O)c1ccc(Nc2ccc(F)cc2F)cc1Cl, c1ccncc1. Yields the product CCS(=O)(=O)Nc1ccc(C)c(C(=O)c2ccc(Nc3ccc(F)cc3F)cc2Cl)c1. As a reaction SMILES: [CH2:27]([CH3:28])[S:29](=[O:30])(=[O:31])[Cl:32].[NH2:1][c:2]1[cH:3][cH:4][c:5]([CH3:26])[c:6]([C:8](=[O:9])[c:10]2[c:11]([Cl:25])[cH:12][c:13]([NH:16][c:17]3[c:18]([F:24])[cH:19][c:20]([F:23])[cH:21][cH:22]3)[cH:14][cH:15]2)[cH:7]1.[cH:33]1[cH:34][cH:35][n:36][cH:37][cH:38]1>>[NH:1]([c:2]1[cH:3][cH:4][c:5]([CH3:26])[c:6]([C:8](=[O:9])[c:10]2[c:11]([Cl:25])[cH:12][c:13]([NH:16][c:17]3[c:18]([F:24])[cH:19][c:20]([F:23])[cH:21][cH:22]3)[cH:14][cH:15]2)[cH:7]1)[S:29]([CH2:27][CH3:28])(=[O:30])=[O:31]. Starting materials: C(C1=CC=CC=C1)OC(=O)N1CCN(CCN(CCN(CC1)C(C)C(=O)OCC)C(=O)OCC1=CC=CC=C1)C(=O)OCC1=CC=CC=C1 (1,4,7-tris-(benzyloxycarbonyl)-10-(1-ethoxycarbonylethyl)-1,4,7,10-tetrazacyclododecane), [OH-].[Na+] (NaOH). The solvent is O1CCOCC1 (dioxane). Reaction conditions: time 24 hour. Yields the product C(C1=CC=CC=C1)OC(=O)N1CCN(CCN(CCN(CC1)C(C)C(=O)O)C(=O)OCC1=CC=CC=C1)C(=O)OCC1=CC=CC=C1 (1,4,7-Tris-(benzyloxycarbonyl)-10-(1-carboxyethyl)-1,4,7,10-tetrazacyclododecane). RXN SMILES: [CH2:1]([O:8][C:9]([N:11]1[CH2:22][CH2:21][N:20]([CH:23]([C:25]([O:27]CC)=[O:26])[CH3:24])[CH2:19][CH2:18][N:17]([C:30]([O:32][CH2:33][C:34]2[CH:39]=[CH:38][CH:37]=[CH:36][CH:35]=2)=[O:31])[CH2:16][CH2:15][N:14]([C:40]([O:42][CH2:43][C:44]2[CH:49]=[CH:48][CH:47]=[CH:46][CH:45]=2)=[O:41])[CH2:13][CH2:12]1)=[O:10])[C:2]1[CH:7]=[CH:6][CH:5]=[CH:4][CH:3]=1.[OH-].[Na+]>O1CCOCC1>[CH2:1]([O:8][C:9]([N:11]1[CH2:22][CH2:21][N:20]([CH:23]([C:25]([OH:27])=[O:26])[CH3:24])[CH2:19][CH2:18][N:17]([C:30]([O:32][CH2:33][C:34]2[CH:35]=[CH:36][CH:37]=[CH:38][CH:39]=2)=[O:31])[CH2:16][CH2:15][N:14]([C:40]([O:42][CH2:43][C:44]2[CH:45]=[CH:46][CH:47]=[CH:48][CH:49]=2)=[O:41])[CH2:13][CH2:12]1)=[O:10])[C:2]1[CH:7]=[CH:6][CH:5]=[CH:4][CH:3]=1 |f:1.2|. Procedure: 33.7 g (50 mmol) of 1,4,7-tris-(benzyloxycarbonyl)-10-(1-ethoxycarbonylethyl)-1,4,7,10-tetrazacyclododecane is dissolved [in] 300 ml of dioxane and mixed with 140 ml of 5% aqueous NaOH solution and stirred for 24 hours at room temperature. After neutralization with concentrated HCl, it is evaporated to the dry state. The residue is taken up in 250 ml of ethyl acetate and extracted twice with 250 ml each of 1N HCL solution. The organic phase is dried on sodium sulfate, and the solvent is evaporat... The reactants are O=C(Cl)c1ccc(Cl)nc1, Nc1ccc(F)cc1[N+](=O)[O-]. Yields the product O=C(Nc1ccc(F)cc1[N+](=O)[O-])c1ccc(Cl)nc1. RXN SMILES: [Cl:1][c:2]1[n:3][cH:4][c:5]([C:6](=[O:7])[Cl:8])[cH:9][cH:10]1.[F:11][c:12]1[cH:13][c:14]([N+:19](=[O:20])[O-:21])[c:15]([NH2:16])[cH:17][cH:18]1>>[Cl:1][c:2]1[n:3][cH:4][c:5]([C:6](=[O:7])[NH:16][c:15]2[c:14]([N+:19](=[O:20])[O-:21])[cH:13][c:12]([F:11])[cH:18][cH:17]2)[cH:9][cH:10]1. The reactants are CC(=O)O, CN1C(=O)c2cccc([N+](=O)[O-])c2C1=O, [H][H]. Yields the product CN1C(=O)c2cccc(N)c2C1=O. Reaction SMILES: [CH3:18][C:19](=[O:20])[OH:21].[CH3:1][N:2]1[C:3](=[O:15])[c:4]2[cH:5][cH:6][cH:7][c:8]([N+:12]([O-:13])=[O:14])[c:9]2[C:10]1=[O:11].[H:16][H:17]>>[CH3:1][N:2]1[C:3](=[O:15])[c:4]2[cH:5][cH:6][cH:7][c:8]([NH2:12])[c:9]2[C:10]1=[O:11].